From a dataset of the Open Reaction Database (ORD), a public repository of structured organic reaction records. describe an organic reaction: reactants, conditions, products, and yield Reactants: C(CC(=O)OC(C)C)(=O)OC(C)C (di-isopropyl malonate), resultant mixture, IC1=CSC=C1 (3-iodothiophene), [H-].[Na+] (NaH), [H][H] (hydrogen), Cl (HCl). Reported procedure: In the way described before 18.8 g (=0.10 mole) di-isopropyl malonate were mono-deprotonated with 0.10 mole NaH in 112.5 ml quinoline. After the liberation of hydrogen gas had been ceased 16.8 g (=0.080 mole) 3-iodothiophene and 11.5 g (=0.080 mole) copper (I) bromide were added. The resultant mixture was stirred under N2 atmosphere at a temperature of 100° C. during a period of 5 hours and subsequently poured out into an icy-cold mixture of 112 ml water and 112 ml concentrated HCl. The precipit... The reagents and catalysts are [Cu]Br (copper (I) bromide). The product is S1C=C(C=C1)C(C(=O)OC(C)C)C(=O)OC(C)C (DI-ISOPROPYL 3-THIENYLMALONATE). Solvent: C1(=CC=CC=C1)C (toluene), N1=CC=CC2=CC=CC=C12 (quinoline), O (water). Reaction SMILES: [C:1]([O:10][CH:11]([CH3:13])[CH3:12])(=[O:9])[CH2:2][C:3]([O:5][CH:6]([CH3:8])[CH3:7])=[O:4].[H-].[Na+].[H][H].I[C:19]1[CH:23]=[CH:22][S:21][CH:20]=1.Cl>N1C2C(=CC=CC=2)C=CC=1.[Cu]Br.C1(C)C=CC=CC=1.O>[S:21]1[CH:22]=[CH:23][C:19]([CH:2]([C:3]([O:5][CH:6]([CH3:7])[CH3:8])=[O:4])[C:1]([O:10][CH:11]([CH3:13])[CH3:12])=[O:9])=[CH:20]1 |f:1.2|. The product is ClC1=CC(=C(C=C1)O)C1=C(C=NN1COCC[Si](C)(C)C)[N+](=O)[O-] (4-chloro-2-(4-nitro-1-((2-(trimethylsilyl)ethoxy)methyl)-1H-pyrazol-5-yl)phenol). Reactants: ClC=1C=CC(=C(C1)C1=C(C=NN1COCC[Si](C)(C)C)[N+](=O)[O-])OCC1=CC=C(C=C1)OC (5-(5-chloro-2-(4-methoxybenzyloxy)phenyl)-4-nitro-1-((2-(trimethylsilyl)ethoxy)methyl)-1H-pyrazole), Dichlorodicyanoquinone, C([O-])(O)=O.[Na+] (sodium bicarbonate), O (water), dichlorodicyanoquinone. Procedure details: To a solution of 5-(5-chloro-2-(4-methoxybenzyloxy)phenyl)-4-nitro-1-((2-(trimethylsilyl)ethoxy)methyl)-1H-pyrazole (prepared according to the procedure described for Example 14) (1.193 g, 2.434 mmol) in 17 mL dichloromethane was added 3 mL water followed by dichlorodicyanoquinone (1.2208 g). The reaction was stirred at room temperature for 48 hours, and then additional Dichlorodicyanoquinone (0.4946 g) was added. After an additional 24 hours, the reaction was poured into saturated aqueous sodiu... RXN SMILES: [Cl:1][C:2]1[CH:3]=[CH:4][C:5]([O:24]CC2C=CC(OC)=CC=2)=[C:6]([C:8]2[N:12]([CH2:13][O:14][CH2:15][CH2:16][Si:17]([CH3:20])([CH3:19])[CH3:18])[N:11]=[CH:10][C:9]=2[N+:21]([O-:23])=[O:22])[CH:7]=1.O.C(=O)(O)[O-].[Na+]>ClCCl>[Cl:1][C:2]1[CH:3]=[CH:4][C:5]([OH:24])=[C:6]([C:8]2[N:12]([CH2:13][O:14][CH2:15][CH2:16][Si:17]([CH3:18])([CH3:19])[CH3:20])[N:11]=[CH:10][C:9]=2[N+:21]([O-:23])=[O:22])[CH:7]=1 |f:2.3|. The solvent is ClCCl (dichloromethane). Run at time 48 hour. Isolated yield 83.0%. Reactants: [F-].[K+] (KF), ClC1=CC=C(C=C1)[N+](=O)[O-] (4-Chloronitrobenzene), CC1=C(C=CC=C1)B(O)O (o-methylphenylboronic acid), Pd(OAc)2 Ph5FcP(t-Bu)2. Run in C1CCOC1 (THF). Product: CC1=C(C=CC=C1)C1=CC=C(C=C1)[N+](=O)[O-] (4-(2-methylphenyl)nitrobenzene). The yield is 98.4%. Reaction SMILES: Cl[C:2]1[CH:7]=[CH:6][C:5]([N+:8]([O-:10])=[O:9])=[CH:4][CH:3]=1.[CH3:11][C:12]1[CH:17]=[CH:16][CH:15]=[CH:14][C:13]=1B(O)O.[F-].[K+]>C1COCC1>[CH3:11][C:12]1[CH:17]=[CH:16][CH:15]=[CH:14][C:13]=1[C:2]1[CH:7]=[CH:6][C:5]([N+:8]([O-:10])=[O:9])=[CH:4][CH:3]=1 |f:2.3|. Procedure details: 4-Chloronitrobenzene (80 mg, 0.51 mmol) reacted with o-methylphenylboronic acid (85 mg, 0.63 mmol) using 0.5/1.0 mol % of Pd(OAc)2/Ph5FcP(t-Bu)2 and KF (87 mg, 1.55 mmol) in THF solvent at 50° C. for 22 h to give the title compound (107 mg, 98%): 1H-NMR (500 MHz, CDCl3): δ 8.30 (d, 2H, J=6.90 Hz, aryl coupling 1.8 Hz), 7.51 (d, 2H, J=6.92 Hz, aryl coupling 1.8 Hz), 7.35-7.23 (m, 4H), 2.29 (s, 3H, Ar—CH3). 13C{1H}-NMR (125 MHz, CDCl3): δ 148.80, 146.86, 139.60, 135.04, 130.70, 130.09, 129.39, 128... The reactants are CN1C2C(C=3C=C(C=CC13)O)CCC2NCC2=CC=CC=C2 (1,2,3,3a,4,8b-hexahydro-4-methyl-3-phenylmethylaminocyclopent[b]-indol-7-ol). Reagents/catalysts: [OH-].[OH-].[Pd+2] (Palladium hydroxide on carbon). Solvent: C(C)O (ethanol). Product: NC1CCC2C1N(C=1C=CC(=CC21)O)C (3-amino-1,2,3,3a,4,8b-hexahydro-4-methylcyclopent[b]indol-7-ol). Isolated yield 110.1%. RXN SMILES: [CH3:1][N:2]1[C:10]2[CH:9]=[CH:8][C:7]([OH:11])=[CH:6][C:5]=2[CH:4]2[CH2:12][CH2:13][CH:14]([NH:15]CC3C=CC=CC=3)[CH:3]12>C(O)C.[OH-].[OH-].[Pd+2]>[NH2:15][CH:14]1[CH:3]2[N:2]([CH3:1])[C:10]3[CH:9]=[CH:8][C:7]([OH:11])=[CH:6][C:5]=3[CH:4]2[CH2:12][CH2:13]1 |f:2.3.4|. Procedure: 20% Palladium hydroxide on carbon (1.4 g) was added to a solution of 1,2,3,3a,4,8b-hexahydro-4-methyl-3-phenylmethylaminocyclopent[b]-indol-7-ol (14 grams) in ethanol (100 ml) and the mixture was hydrogenated at 45 psi H2 pressure using a Parr apparatus at 500° C. for 5 hours. The mixture was filtered and the solution was concentrated to give 3-amino-1,2,3,3a,4,8b-hexahydro-4-methylcyclopent[b]indol-7-ol (10.7 grams).